From a dataset of the Open Reaction Database (ORD), a public repository of structured organic reaction records. describe an organic reaction: reactants, conditions, products, and yield The reactants are COC1=C(CN)C=CC=C1 (2-methoxybenzylamine), CCOCC (ether), ice, BrBr (Br2). The solvent is C(C)(=O)O (acetic acid). Conditions: time 1 hour. The product is Br.BrC=1C=CC(=C(CN)C1)OC (5-Bromo-2-methoxybenzylamine hydrobromide). The yield is 141.2%. Reaction SMILES: [CH3:1][O:2][C:3]1[CH:10]=[CH:9][CH:8]=[CH:7][C:4]=1[CH2:5][NH2:6].CCOCC.[Br:16]Br>C(O)(=O)C>[BrH:16].[Br:16][C:8]1[CH:9]=[CH:10][C:3]([O:2][CH3:1])=[C:4]([CH:7]=1)[CH2:5][NH2:6] |f:4.5|. Reported procedure: To 2-methoxybenzylamine (30 mmol, 4.12 g) was added ether (6 ml) and acetic acid (glacial, 10 ml). The resulting solution was cooled on an ice-batch and Br2 (30 mmol, 4.79 g, 1.54 ml) was added dropwise. After 1 h the ice-bath was removed and the mixture was stirred for another 1 h before addition of ether (20 ml). The resulting mixture was left in the cold for 0.5 h, the solids were filtered off and washed with ether (20 ml) to give a cream colored solid (6.29 g). The crude product was crystall... The reactants are C(C)(C)(C)OC(=O)NCCOC=1C=C(C(=O)C=2C=C3C=CC(=CC3=CC2)O[Si](C)(C)C(C)(C)C)C=CC1 (6-[3-((2-(t-Butyloxycarbonylamino)ethoxy))benzoyl]-2-(t-butyldimethylsilyloxy)naphthalene), [F-].C(CCC)[N+](CCCC)(CCCC)CCCC (tetrabutylammonium fluoride). Run in C1CCOC1 (THF). Product: C(C)(C)(C)OC(=O)NCCOC=1C=C(C(=O)C=2C=C3C=CC(=CC3=CC2)O)C=CC1 (6-[3-((2-(t-Butyloxycarbonylamino)ethoxy))-benzoyl]-2-hydroxy-naphthalene). RXN SMILES: [C:1]([O:5][C:6]([NH:8][CH2:9][CH2:10][O:11][C:12]1[CH:13]=[C:14]([CH:35]=[CH:36][CH:37]=1)[C:15]([C:17]1[CH:18]=[C:19]2[C:24](=[CH:25][CH:26]=1)[CH:23]=[C:22]([O:27][Si](C(C)(C)C)(C)C)[CH:21]=[CH:20]2)=[O:16])=[O:7])([CH3:4])([CH3:3])[CH3:2].[F-].C([N+](CCCC)(CCCC)CCCC)CCC>C1COCC1>[C:1]([O:5][C:6]([NH:8][CH2:9][CH2:10][O:11][C:12]1[CH:13]=[C:14]([CH:35]=[CH:36][CH:37]=1)[C:15]([C:17]1[CH:18]=[C:19]2[C:24](=[CH:25][CH:26]=1)[CH:23]=[C:22]([OH:27])[CH:21]=[CH:20]2)=[O:16])=[O:7])([CH3:4])([CH3:2])[CH3:3] |f:1.2|. Procedure details: Silyl ether 330d (1.0 g, 1.9 mmol) and tetrabutylammonium fluoride (1M in THF, 1.9 mL, 1.9 mmol) were stirred in THF (40 mL) at room temperature under N2 for 2h. After solvent evaporation, the mixture was extracted with EtOAc and 5% aq. KHSO4, then water, finally brine. Concentration and chromatography on silica gel, eluting with 0% to 40% EtOAc in hexane yielded, after drying, a colorless foam (0.70 g). IR(KBr): cm-1 3334, 1686. MS(NH3): 425 (M+NH4), 402 (M+H). Reported procedure: γ-Propyl-δ-1-pentenyl-δ-valerolactone was prepared from 2-propyl-2-heptenal and acrylonitrile analogous to Example 1. Yield of 2-(beta-cyanoethyl)-2-propyl-3-heptenal 38%, boiling at 118°-120° C. at 0.6 mm.; nD20 1.4640. Yield of γ-propyl-γ1-pentenyl-δ-valerolactone from this intermediate 40%, boiling at 107°-110° C. at 0.4 mm.; nD20 1.4749. RXN SMILES: [CH2:1]([C:4](=[CH:7][CH2:8]CCC)C=O)[CH2:2]C.C(#N)C=C.C(CCC(CCC)(C=CCCC)C=O)#N.C([C:34]1([CH:41]=[CH:42][CH2:43]CC)[CH2:40][O:39][C:37](=[O:38])[CH2:36][CH2:35]1)CC>>[CH2:41]([CH:34]1[CH:40]([CH:2]=[CH:1][CH2:4][CH2:7][CH3:8])[O:39][C:37](=[O:38])[CH2:36][CH2:35]1)[CH2:42][CH3:43]. The product is C(CC)C1CCC(=O)OC1C=CCCC (γ-Propyl-δ-1-pentenyl-δ-valerolactone). The reactants are C(CC)C1(CCC(=O)OC1)C=CCCC (γ-propyl-γ1-pentenyl-δ-valerolactone), C(CC)C(C=O)=CCCCC (2-propyl-2-heptenal), C(C=C)#N (acrylonitrile), intermediate, C(#N)CCC(C=O)(C=CCCC)CCC (2-(beta-cyanoethyl)-2-propyl-3-heptenal). The reactants are OCCN (2-Hydroxyethylamine), ClC1=CC=C(CBr)C=C1 (4-chlorobenzyl bromide). The product is ClC1=CC=C(CNCCO)C=C1 (N-(4-chlorobenzyl)-N-(2-hydroxyethyl)amine). Reaction SMILES: [OH:1][CH2:2][CH2:3][NH2:4].[Cl:5][C:6]1[CH:13]=[CH:12][C:9]([CH2:10]Br)=[CH:8][CH:7]=1>>[Cl:5][C:6]1[CH:13]=[CH:12][C:9]([CH2:10][NH:4][CH2:3][CH2:2][OH:1])=[CH:8][CH:7]=1. Procedure details: 2-Hydroxyethylamine was reacted with 4-chlorobenzyl bromide according to Method B2a to give N-(4-chlorobenzyl)-N-(2-hydroxyethyl)amine. The alcohol was reacted with SOCl2 according to Method B7c to give N-(4-chlorobenzyl)-N-(2-chloroethyl)ammonium chloride. The chloroethylamine was reacted with 4-cyano-2-ethylphenyl isothiocyanate to give 2-(4-cyano-2-ethylphenylimino)-3-(4-chlorobenzyl)-1,3-thiazolidine. The reactants are BrC1=C(SC=2N=C(C=C(C21)N)C)C (3-bromo-2,6-dimethylthieno[2,3-b]pyridin-4-amine), CC(C)([O-])C.[K+] (potassium tert-butoxide), ClC=1C=C(C=CC1)S(=O)(=O)Cl (3-chlorobenzenesulfonyl chloride). The solvent is C1CCOC1 (THF). Reaction conditions: time 5 minute. Yields the product BrC1=C(SC2=NC(=CC(=C21)NS(=O)(=O)C2=CC(=CC=C2)Cl)C)C (N-(3-Bromo-2,6-dimethylthieno[2,3-b]pyridin-4-yl)-3-chlorobenzenesulfonamide). Yield: 48.4%. Reaction SMILES: [Br:1][C:2]1[C:10]2[C:9]([NH2:11])=[CH:8][C:7]([CH3:12])=[N:6][C:5]=2[S:4][C:3]=1[CH3:13].CC(C)([O-])C.[K+].[Cl:20][C:21]1[CH:22]=[C:23]([S:27](Cl)(=[O:29])=[O:28])[CH:24]=[CH:25][CH:26]=1>C1COCC1>[Br:1][C:2]1[C:10]2[C:5](=[N:6][C:7]([CH3:12])=[CH:8][C:9]=2[NH:11][S:27]([C:23]2[CH:24]=[CH:25][CH:26]=[C:21]([Cl:20])[CH:22]=2)(=[O:29])=[O:28])[S:4][C:3]=1[CH3:13] |f:1.2|. Procedure details: To a solution of 3-bromo-2,6-dimethylthieno[2,3-b]pyridin-4-amine (1.6 g, 6.22 mmol) (Description 8) in THF (30 mL) was added potassium tert-butoxide (2.79 g, 24.89 mmol) and the mixture stirred for 5 min before adding 3-chlorobenzenesulfonyl chloride (2.190 mL, 15.56 mmol). The mixture was stirred for 1 h and the solvent was then removed in vacuo. Ethyl acetate (50 mL) was added and the mixture washed with water (3×30 mL). The organic layer was dried over MgSO4, filtered and the solvent removed... Starting materials: FC1=C(C=C(C=C1)[N+](=O)[O-])Cl (2-fluoro-5-nitro-chlorobenzene), CN(CCNS(=O)(=O)C)C (N-(2-dimethylamino-ethyl)-methanesuiphonamide), [H-].[Na+] (sodium hydride). The product is CN(CCN(S(=O)(=O)C)C1=C(C=C(C=C1)[N+](=O)[O-])Cl)C (4-[N-(2-dimethylamino-ethyl)-N-methylsulphonyl-amino]-3-chloro-nitrobenzene). RXN SMILES: F[C:2]1[CH:7]=[CH:6][C:5]([N+:8]([O-:10])=[O:9])=[CH:4][C:3]=1[Cl:11].[CH3:12][N:13]([CH3:21])[CH2:14][CH2:15][NH:16][S:17]([CH3:20])(=[O:19])=[O:18].[H-].[Na+]>>[CH3:12][N:13]([CH3:21])[CH2:14][CH2:15][N:16]([C:2]1[CH:7]=[CH:6][C:5]([N+:8]([O-:10])=[O:9])=[CH:4][C:3]=1[Cl:11])[S:17]([CH3:20])(=[O:19])=[O:18] |f:2.3|. Procedure: Prepared from 2-fluoro-5-nitro-chlorobenzene, N-(2-dimethylamino-ethyl)-methanesuiphonamide and sodium hydride as base Reactants: BrC=1C(=C(C(=C(C(=O)OC)C1)NC1=C(C=CC=C1)Cl)F)F (methyl 5-bromo-3,4-difluoro-2-((2-chlorophenyl)amino)benzoate), C(C)(C)N(C(C)C)CC (N,N-diisopropylethylamine), COC1=CC=C(C=C1)CS (4-methoxy-α-toluenethiol), CC1(C2=C(C(=CC=C2)P(C3=CC=CC=C3)C4=CC=CC=C4)OC5=C(C=CC=C51)P(C6=CC=CC=C6)C7=CC=CC=C7)C (Xantphos). Reagents/catalysts: C=1C=CC(=CC1)/C=C/C(=O)/C=C/C2=CC=CC=C2.C=1C=CC(=CC1)/C=C/C(=O)/C=C/C2=CC=CC=C2.C=1C=CC(=CC1)/C=C/C(=O)/C=C/C2=CC=CC=C2.[Pd].[Pd] (Pd2(dba)3). Run in O1CCOCC1 (1,4-dioxane). Conditions: temperature 100 celsius, time 8 hour. The product is FC=1C(=C(C(=O)OC)C=C(C1F)SCC1=CC=C(C=C1)OC)NC1=C(C=CC=C1)Cl (methyl 3,4-difluoro-2-((2-chlorophenyl)amino)-5-((4-methoxybenzyl)thio)benzoate). The yield is 88.6%. As a reaction SMILES: Br[C:2]1[C:3]([F:21])=[C:4]([F:20])[C:5]([NH:12][C:13]2[CH:18]=[CH:17][CH:16]=[CH:15][C:14]=2[Cl:19])=[C:6]([CH:11]=1)[C:7]([O:9][CH3:10])=[O:8].C(N(CC)C(C)C)(C)C.CC1(C)C2C(=C(P(C3C=CC=CC=3)C3C=CC=CC=3)C=CC=2)OC2C(P(C3C=CC=CC=3)C3C=CC=CC=3)=CC=CC1=2.[CH3:73][O:74][C:75]1[CH:80]=[CH:79][C:78]([CH2:81][SH:82])=[CH:77][CH:76]=1>O1CCOCC1.C1C=CC(/C=C/C(/C=C/C2C=CC=CC=2)=O)=CC=1.C1C=CC(/C=C/C(/C=C/C2C=CC=CC=2)=O)=CC=1.C1C=CC(/C=C/C(/C=C/C2C=CC=CC=2)=O)=CC=1.[Pd].[Pd]>[F:20][C:4]1[C:5]([NH:12][C:13]2[CH:18]=[CH:17][CH:16]=[CH:15][C:14]=2[Cl:19])=[C:6]([CH:11]=[C:2]([S:82][CH2:81][C:78]2[CH:79]=[CH:80][C:75]([O:74][CH3:73])=[CH:76][CH:77]=2)[C:3]=1[F:21])[C:7]([O:9][CH3:10])=[O:8] |f:5.6.7.8.9|. Reported procedure: To a solution of methyl 5-bromo-3,4-difluoro-2-((2-chlorophenyl)amino)benzoate (22.84 g, 60.65 mmol) in anhydrous 1,4-dioxane (200 mL) was added N,N-diisopropylethylamine (15.68 g, 121.30 mmol). Then Pd2(dba)3 (2.78 g, 3.03 mmol) followed by Xantphos (3.51 g, 6.06 mmol) and 4-methoxy-α-toluenethiol (10.27 g, 66.72 mmol) was added under nitrogen atmosphere. The mixture was stirred overnight at 100° C. under N2 atmosphere and then allowed to warm to ambient temperature. The insoluble matter was fi...